Dataset: the Open Reaction Database (ORD), a public repository of structured organic reaction records. Task: describe an organic reaction: reactants, conditions, products, and yield Reactants: [Br-], Br, CC(=O)O, CCCCCC, Nc1c([N+](=O)[O-])ccc(Cl)c1Cl, O=N[O-], [Na+], O, O=S(=O)(O)O. Yields the product O=[N+]([O-])c1ccc(Cl)c(Cl)c1Br. RXN SMILES: [Br-:18].[BrH:28].[CH3:19][C:20](=[O:21])[OH:22].[CH3:29][CH2:30][CH2:31][CH2:32][CH2:33][CH3:34].[Cl:1][c:2]1[c:3]([NH2:4])[c:5]([N+:10](=[O:11])[O-:12])[cH:6][cH:7][c:8]1[Cl:9].[N:13]([O-:14])=[O:15].[Na+:16].[OH2:17].[S:23](=[O:24])(=[O:25])([OH:26])[OH:27]>>[Cl:1][c:2]1[c:3]([Br:18])[c:5]([N+:10](=[O:11])[O-:12])[cH:6][cH:7][c:8]1[Cl:9].